Dataset: the Open Reaction Database (ORD), a public repository of structured organic reaction records. Task: describe an organic reaction: reactants, conditions, products, and yield Reactants: [Al+3], CC(C)(C)OC(=O)OC(C)(C)C, CCOC(C)=O, ClC(Cl)Cl, [H-], [H-], [H-], [H-], [Li+], [Na+], [OH-], CC(CCc1ccncc1)=NO. Product: CC(N)CCc1ccncc1. Reaction SMILES: [Al+3:2].[C:21](=[O:22])([O:23][C:24]([CH3:25])([CH3:26])[CH3:27])[O:28][C:29]([CH3:30])([CH3:31])[CH3:32].[CH3:37][CH2:38][O:39][C:40](=[O:41])[CH3:42].[CH:33]([Cl:34])([Cl:35])[Cl:36].[H-:1].[H-:4].[H-:5].[H-:6].[Li+:3].[Na+:20].[OH-:19].[n:7]1[cH:8][cH:9][c:10]([CH2:13][CH2:14][C:15]([CH3:16])=[N:17][OH:18])[cH:11][cH:12]1>>[n:7]1[cH:8][cH:9][c:10]([CH2:13][CH2:14][CH:15]([CH3:16])[NH2:17])[cH:11][cH:12]1. The reactants are CC1=C(C=NC=C1)N1C(C2=CC(=CC=C2CC1)[N+](=O)[O-])=O (2-(4-methyl-pyridin-3-yl)-7-nitro-3,4-dihydro-2H-isoquinolin-1-one). The reagents and catalysts are [Pd] (Pd/C). Solvent: CO (methanol). The product is NC1=CC=C2CCN(C(C2=C1)=O)C=1C=NC=CC1C (7-Amino-2-(4-methyl-pyridin-3-yl)-3,4-dihydro-2H-isoquinolin-1-one). Isolated yield 81.9%. RXN SMILES: [CH3:1][C:2]1[CH:7]=[CH:6][N:5]=[CH:4][C:3]=1[N:8]1[CH2:17][CH2:16][C:15]2[C:10](=[CH:11][C:12]([N+:18]([O-])=O)=[CH:13][CH:14]=2)[C:9]1=[O:21]>CO.[Pd]>[NH2:18][C:12]1[CH:11]=[C:10]2[C:15]([CH2:16][CH2:17][N:8]([C:3]3[CH:4]=[N:5][CH:6]=[CH:7][C:2]=3[CH3:1])[C:9]2=[O:21])=[CH:14][CH:13]=1. Procedure: Using analogous reaction conditions as described in Example 25, 2-(4-methyl-pyridin-3-yl)-7-nitro-3,4-dihydro-2H-isoquinolin-1-one (I-30a: 150 mg, 0.53 mmol) in methanol (100 mL) was reacted with 10% Pd/C (30 mg) to afford 110 mg of the product (82.02% yield). The reactants are BrC=1C=C2C(=NN(C2=CC1)C1OCCCC1)I (5-bromo-3-iodo-1-(tetrahydro-2H-pyran-2-yl)-1H-indazole), COC1=CC=C(COC2=NC(=NC(=C2)[Sn](C)(C)C)S(=O)(=O)C)C=C1 (4-((4-methoxybenzyl)oxy)-2-(methylsulfonyl)-6-(trimethylstannyl)pyrimidine). The reagents and catalysts are C=1C=CC(=CC1)[P](C=2C=CC=CC2)(C=3C=CC=CC3)[Pd]([P](C=4C=CC=CC4)(C=5C=CC=CC5)C=6C=CC=CC6)([P](C=7C=CC=CC7)(C=8C=CC=CC8)C=9C=CC=CC9)[P](C=1C=CC=CC1)(C=1C=CC=CC1)C=1C=CC=CC1 (Pd(PPh3)4), [Cu]I (CuI). The solvent is CN(C)C=O (DMF), C(Cl)Cl (DCM). Reaction conditions: temperature 90 celsius. Yields the product BrC=1C=C2C(=NN(C2=CC1)C1OCCCC1)C1=NC(=NC(=C1)OCC1=CC=C(C=C1)OC)S(=O)(=O)C (5-bromo-3-(6-((4-methoxybenzyl)oxy)-2-(methylsulfonyl)pyrimidin-4-yl)-1-(tetrahydro-2H-pyran-2-yl)-1H-indazole). Isolated yield 44.0%. As a reaction SMILES: [Br:1][C:2]1[CH:3]=[C:4]2[C:8](=[CH:9][CH:10]=1)[N:7]([CH:11]1[CH2:16][CH2:15][CH2:14][CH2:13][O:12]1)[N:6]=[C:5]2I.[CH3:18][O:19][C:20]1[CH:41]=[CH:40][C:23]([CH2:24][O:25][C:26]2[CH:31]=[C:30]([Sn](C)(C)C)[N:29]=[C:28]([S:36]([CH3:39])(=[O:38])=[O:37])[N:27]=2)=[CH:22][CH:21]=1>CN(C=O)C.C(Cl)Cl.C1C=CC([P]([Pd]([P](C2C=CC=CC=2)(C2C=CC=CC=2)C2C=CC=CC=2)([P](C2C=CC=CC=2)(C2C=CC=CC=2)C2C=CC=CC=2)[P](C2C=CC=CC=2)(C2C=CC=CC=2)C2C=CC=CC=2)(C2C=CC=CC=2)C2C=CC=CC=2)=CC=1.[Cu]I>[Br:1][C:2]1[CH:3]=[C:4]2[C:8](=[CH:9][CH:10]=1)[N:7]([CH:11]1[CH2:16][CH2:15][CH2:14][CH2:13][O:12]1)[N:6]=[C:5]2[C:30]1[CH:31]=[C:26]([O:25][CH2:24][C:23]2[CH:22]=[CH:21][C:20]([O:19][CH3:18])=[CH:41][CH:40]=2)[N:27]=[C:28]([S:36]([CH3:39])(=[O:38])=[O:37])[N:29]=1 |^1:53,55,74,93|. Procedure details: A glass microwave reaction vessel was charged with 5-bromo-3-iodo-1-(tetrahydro-2H-pyran-2-yl)-1H-indazole (0.82 g, 2.015 mmol) and 4-((4-methoxybenzyl)oxy)-2-(methylsulfonyl)-6-(trimethylstannyl)pyrimidine (1.013 g, 2.216 mmol) in DMF (5 mL) followed by Pd(PPh3)4 (0.116 g, 0.101 mmol) and CuI (0.017 ml, 0.504 mmol). The reaction was stirred and heated in a Initiator microwave reactor (Personal Chemistry, Biotage AB, Inc., Uppsala, Sweden) at 90° C. for 30 min. The mixture was diluted with DCM (... Reactants: COC(=O)c1c(-c2cc(OC)c(OC)c(OC)c2)c2cc(OC)c(OC)cc2c(=O)n1-c1ccc(NC(C)=O)cc1, CI, ClC(Cl)Cl, Cl, [H-], [Na+], C1CCOC1. Yields the product CNc1ccc(-n2c(C(=O)OC)c(-c3cc(OC)c(OC)c(OC)c3)c3cc(OC)c(OC)cc3c2=O)cc1. Reaction SMILES: [C:1](=[O:2])([CH3:3])[NH:4][c:5]1[cH:6][cH:7][c:8](-[n:11]2[c:12](=[O:41])[c:13]3[cH:14][c:15]([O:39][CH3:40])[c:16]([O:37][CH3:38])[cH:17][c:18]3[c:19](-[c:25]3[cH:26][c:27]([O:35][CH3:36])[c:28]([O:33][CH3:34])[c:29]([O:31][CH3:32])[cH:30]3)[c:20]2[C:21](=[O:22])[O:23][CH3:24])[cH:9][cH:10]1.[CH3:44][I:45].[CH:52]([Cl:53])([Cl:54])[Cl:55].[ClH:46].[H-:42].[Na+:43].[O:47]1[CH2:48][CH2:49][CH2:50][CH2:51]1>>[CH3:1][NH:4][c:5]1[cH:6][cH:7][c:8](-[n:11]2[c:12](=[O:41])[c:13]3[cH:14][c:15]([O:39][CH3:40])[c:16]([O:37][CH3:38])[cH:17][c:18]3[c:19](-[c:25]3[cH:26][c:27]([O:35][CH3:36])[c:28]([O:33][CH3:34])[c:29]([O:31][CH3:32])[cH:30]3)[c:20]2[C:21](=[O:22])[O:23][CH3:24])[cH:9][cH:10]1. Starting materials: ClC1=CC=C(C=C1)C=1N(C(NN1)=O)C[C@@H](C(F)(F)F)O (5-(4-Chlorophenyl)-4-[(2S)-3,3,3-trifluoro-2-hydroxypropyl]-2,4-dihydro-3H-1,2,4-triazol-3-one), BrCC1=CC=C(C(=C1)C1=C(C=CC=C1)Cl)C(=O)OC (Methyl 5-(bromomethyl)-2′-chlorobiphenyl-2-carboxylate). Product: ClC1=C(C=CC=C1)C=1C(=CC=C(C1)CN1N=C(N(C1=O)C[C@@H](C(F)(F)F)O)C1=CC=C(C=C1)Cl)C(=O)OC (Methyl 2′-chloro-5-({3-(4-chlorophenyl)-5-oxo-4-[(2S)-3,3,3-trifluoro-2-hydroxypropyl]-4,5-dihydro-1H-1,2,4-triazol-1-yl}methyl)biphenyl-2-carboxylate). As a reaction SMILES: [Cl:1][C:2]1[CH:7]=[CH:6][C:5]([C:8]2[N:9]([CH2:14][C@H:15]([OH:20])[C:16]([F:19])([F:18])[F:17])[C:10](=[O:13])[NH:11][N:12]=2)=[CH:4][CH:3]=1.Br[CH2:22][C:23]1[CH:28]=[C:27]([C:29]2[CH:34]=[CH:33][CH:32]=[CH:31][C:30]=2[Cl:35])[C:26]([C:36]([O:38][CH3:39])=[O:37])=[CH:25][CH:24]=1>>[Cl:35][C:30]1[CH:31]=[CH:32][CH:33]=[CH:34][C:29]=1[C:27]1[C:26]([C:36]([O:38][CH3:39])=[O:37])=[CH:25][CH:24]=[C:23]([CH2:22][N:11]2[C:10](=[O:13])[N:9]([CH2:14][C@H:15]([OH:20])[C:16]([F:18])([F:19])[F:17])[C:8]([C:5]3[CH:6]=[CH:7][C:2]([Cl:1])=[CH:3][CH:4]=3)=[N:12]2)[CH:28]=1. Procedure: Analogously to the preparation of Example 139, 208 mg (0.68 mmol) of the compound from Example 5A were reacted with 230 mg (0.68 mmol) of the compound from Example 109A. This gave 231 mg (59% of theory) of the target compound.